From a dataset of the Open Reaction Database (ORD), a public repository of structured organic reaction records. describe an organic reaction: reactants, conditions, products, and yield The reactants are ClC=1C(=C(C(=O)O)C=C(C1F)F)NC1CC1 (3-chloro-2-cyclopropylamino-4,5-difluorobenzoic acid), C(NN)(=O)OC(C)(C)C (tert-butyl carbazate), C(C)N=C=NCCCN(C)C (1-ethyl-3-(3-dimethylaminopropyl)-carbodiimide). Solvent: ClCCl (dichloromethane), ClCCl (dichloromethane). Run at time 16 hour. Yields the product C(C)(C)(C)OC(=O)N(N)C(C1=C(C(=C(C(=C1)F)F)Cl)NC1CC1)=O ((3-Chloro-2-cyclopropylamino-4,5-difluorobenzoyl)-hydrazinecarboxylic acid tert-butyl ester). Isolated yield 63.1%. RXN SMILES: [Cl:1][C:2]1[C:3]([NH:13][CH:14]2[CH2:16][CH2:15]2)=[C:4]([CH:8]=[C:9]([F:12])[C:10]=1[F:11])[C:5]([OH:7])=O.[C:17]([O:21][C:22]([CH3:25])([CH3:24])[CH3:23])(=[O:20])[NH:18][NH2:19].C(N=C=NCCCN(C)C)C>ClCCl>[C:22]([O:21][C:17]([N:18]([C:5](=[O:7])[C:4]1[CH:8]=[C:9]([F:12])[C:10]([F:11])=[C:2]([Cl:1])[C:3]=1[NH:13][CH:14]1[CH2:16][CH2:15]1)[NH2:19])=[O:20])([CH3:25])([CH3:24])[CH3:23]. Reported procedure: To a solution of 3-chloro-2-cyclopropylamino-4,5-difluorobenzoic acid (Example 5d, 2.09 g, 8.45 mmol) in dichloromethane (30 mL) is added tert-butyl carbazate (1.67 g, 12.7 mmol) and 1-ethyl-3-(3-dimethylaminopropyl)-carbodiimide (2.43 g, 12.7 mmol). After 16 hours, the reaction mixture is diluted with dichloromethane and washed with saturated NaHCO3, water, and brine. The organic layer is dried over MgSO4 and filtered. The filtrate is concentrated under vacuum and purified via flash column chro...